Dataset: the Open Reaction Database (ORD), a public repository of structured organic reaction records. Task: describe an organic reaction: reactants, conditions, products, and yield The reactants are NC(C#N)(CN1N=C2C(=N1)C=C(C=C2C(F)(F)F)Cl)C (2-amino-3-(6-chloro-4-trifluoromethyl-2H-benzotriazol-2-yl)-2-methylpropionitrile), FC(C1=CC=C(C(=S)Cl)C=C1)(F)F (4-trifluoromethylthiobenzoyl chloride). Product: ClC=1C=C(C=2C(=NN(N2)CC(C)(C#N)NC(C2=CC=C(C=C2)C(F)(F)F)=S)C1)C(F)(F)F (N-[2-(6-Chloro-4-trifluoromethyl-2H-benzotriazol-2-yl)-1-cyano-1-methylethyl]-4-trifluoromethylthiobenzamide), solid. Isolated yield 85.0%. Reaction SMILES: [NH2:1][C:2]([CH3:20])([CH2:5][N:6]1[N:10]=[C:9]2[CH:11]=[C:12]([Cl:19])[CH:13]=[C:14]([C:15]([F:18])([F:17])[F:16])[C:8]2=[N:7]1)[C:3]#[N:4].[F:21][C:22]([F:33])([F:32])[C:23]1[CH:31]=[CH:30][C:26]([C:27](Cl)=[S:28])=[CH:25][CH:24]=1>>[Cl:19][C:12]1[CH:13]=[C:14]([C:15]([F:18])([F:17])[F:16])[C:8]2[C:9]([CH:11]=1)=[N:10][N:6]([CH2:5][C:2]([NH:1][C:27](=[S:28])[C:26]1[CH:25]=[CH:24][C:23]([C:22]([F:21])([F:32])[F:33])=[CH:31][CH:30]=1)([C:3]#[N:4])[CH3:20])[N:7]=2. Procedure: Using a procedure similar to that described in Example 1, except using 2-amino-3-(6-chloro-4-trifluoromethyl-2H-benzotriazol-2-yl)-2-methylpropionitrile (100 mg, described in Example 32) and 4-trifluoromethylthiobenzoyl chloride (0.12 mL), the title compound was isolated as a white solid (142 mg, 85%). MS (ES): M/Z [M+H]=508. NMR: (400 MHz, DMSO-d6): 1.77 (s, 3H), 2.47 (s, 3H), 5.46 (d, J=13.3 Hz, 1H), 5.62 (d, J=13.3 Hz, 1H), 7.82-7.88 (m, 4H), 7.96 (s, 1H), 8.57 (s, 1H) and 8.93 (s, 1H). 19F N...